Dataset: the Open Reaction Database (ORD), a public repository of structured organic reaction records. Task: describe an organic reaction: reactants, conditions, products, and yield Reactants: CCO, [Cl-], Cl, O=[N+]([O-])c1ncccc1Nc1cc(F)cc(F)c1, N, O, O. As a reaction SMILES: [CH3:24][CH2:25][OH:26].[Cl-:21].[ClH:22].[F:1][c:2]1[cH:3][c:4]([NH:9][c:10]2[c:11]([N+:16]([O-:17])=[O:18])[n:12][cH:13][cH:14][cH:15]2)[cH:5][c:6]([F:8])[cH:7]1.[NH3:23].[OH2:19].[OH2:20]>>[F:1][c:2]1[cH:3][c:4]([NH:9][c:10]2[c:11]([NH2:16])[n:12][cH:13][cH:14][cH:15]2)[cH:5][c:6]([F:8])[cH:7]1. The product is Nc1ncccc1Nc1cc(F)cc(F)c1. Reactants: CSc1nc(Cc2ccccc2C)[nH]c(=O)c1C#N, CC#N, OCCC1CCNCC1. The product is Cc1ccccc1Cc1nc(N2CCC(CCO)CC2)c(C#N)c(=O)[nH]1. Reaction SMILES: [CH3:1][c:2]1[c:3]([CH2:4][c:5]2[nH:6][c:7](=[O:15])[c:8]([C:13]#[N:14])[c:9]([S:11][CH3:12])[n:10]2)[cH:16][cH:17][cH:18][cH:19]1.[CH3:29][C:30]#[N:31].[NH:20]1[CH2:21][CH2:22][CH:23]([CH2:26][CH2:27][OH:28])[CH2:24][CH2:25]1>>[CH3:1][c:2]1[c:3]([CH2:4][c:5]2[nH:6][c:7](=[O:15])[c:8]([C:13]#[N:14])[c:9]([N:20]3[CH2:21][CH2:22][CH:23]([CH2:26][CH2:27][OH:28])[CH2:24][CH2:25]3)[n:10]2)[cH:16][cH:17][cH:18][cH:19]1. The reactants are C(CCCC)N1C(C2(C3=CC=CC=C13)CC2)=O (1′-Pentyl-spiro[cyclopropane-1,3′-indoline]-2′-one), [N+](=O)(O)[O-] (nitric acid). The solvent is O (water), C(C)(=O)O (acetic acid). Conditions: time 3 hour. The product is [N+](=O)([O-])C=1C=C2C3(C(N(C2=CC1)CCCCC)=O)CC3 (5′-Nitro-1′-pentyl-spiro[cyclopropane-1,3′-indoline]-2′-one). Reaction SMILES: [CH2:1]([N:6]1[C:14]2[C:9](=[CH:10][CH:11]=[CH:12][CH:13]=2)[C:8]2([CH2:16][CH2:15]2)[C:7]1=[O:17])[CH2:2][CH2:3][CH2:4][CH3:5].[N+:18]([O-])([OH:20])=[O:19]>C(O)(=O)C.O>[N+:18]([C:11]1[CH:10]=[C:9]2[C:14](=[CH:13][CH:12]=1)[N:6]([CH2:1][CH2:2][CH2:3][CH2:4][CH3:5])[C:7](=[O:17])[C:8]12[CH2:16][CH2:15]1)([O-:20])=[O:19]. Reported procedure: 1′-Pentyl-spiro[cyclopropane-1,3′-indoline]-2′-one (24.8 g) is suspended in acetic acid (250 ml) and nitric acid (fuming, 11.9 ml) is added over a period of 15 min at 15° C. The mixture is stirred for 3 h, diluted with water and extracted with Et2O (3×300 ml). The combined organic layer is washed with water, saturated K2CO3 solution and brine, dried over MgSO4 and evaporated to give the compound (29.3 g). Reactants: C(C=C)OC1=C(C=CC=C1)C=1NC(C2=C(N1)C(=NN2C)CCC)=O (5-(2-allyloxyphenyl)-1-methyl-3-n-propyl-1,6-dihydro-7H-pyrazolo[4,3-d]pyrimidin-7-one), C1(=CC=CC=C1)O (phenol), N1CCCCC1 (piperidine). The reagents and catalysts are C1=CC=C(C=C1)P(C2=CC=CC=C2)C3=CC=CC=C3.C1=CC=C(C=C1)P(C2=CC=CC=C2)C3=CC=CC=C3.C1=CC=C(C=C1)P(C2=CC=CC=C2)C3=CC=CC=C3.C1=CC=C(C=C1)P(C2=CC=CC=C2)C3=CC=CC=C3.[Pd] (tetrakis(triphenylphosphine)palladium(O)). Run in C(C)O (ethanol). Product: OC1=C(C=CC=C1)C=1NC(C2=C(N1)C(=NN2C)CCC)=O (5-(2-Hydroxyphenyl)-1-methyl-3-n-propyl-1,6-dihydro-7H-pyrazolo-[4,3-d]pyrimidin-7-one). Yield: 9.2%. Reaction SMILES: C([O:4][C:5]1[CH:10]=[CH:9][CH:8]=[CH:7][C:6]=1[C:11]1[NH:12][C:13](=[O:24])[C:14]2[N:19]([CH3:20])[N:18]=[C:17]([CH2:21][CH2:22][CH3:23])[C:15]=2[N:16]=1)C=C.C1(O)C=CC=CC=1.N1CCCCC1>C(O)C.C1C=CC(P(C2C=CC=CC=2)C2C=CC=CC=2)=CC=1.C1C=CC(P(C2C=CC=CC=2)C2C=CC=CC=2)=CC=1.C1C=CC(P(C2C=CC=CC=2)C2C=CC=CC=2)=CC=1.C1C=CC(P(C2C=CC=CC=2)C2C=CC=CC=2)=CC=1.[Pd]>[OH:4][C:5]1[CH:10]=[CH:9][CH:8]=[CH:7][C:6]=1[C:11]1[NH:12][C:13](=[O:24])[C:14]2[N:19]([CH3:20])[N:18]=[C:17]([CH2:21][CH2:22][CH3:23])[C:15]=2[N:16]=1 |f:4.5.6.7.8|. Procedure details: A mixture of 5-(2-allyloxyphenyl)-1-methyl-3-n-propyl-1,6-dihydro-7H-pyrazolo[4,3-d]pyrimidin-7-one (0.25 g, 0.0008 mol), phenol (0.145 g, 0.0015 mol), piperidine (0.131 g, 0.0015 mol) and tetrakis(triphenylphosphine)palladium(O) (0.046 g, 0.00004 mol) in absolute ethanol (5 ml) was refluxed overnight under nitrogen. The mixture was allowed to cool, the solvent evaporated under vacuum and the residue dissolved in ethyl acetate (40 ml). This solution was washed with water (3×10 ml), 1M HCl (3×10 ...